From a dataset of the Open Reaction Database (ORD), a public repository of structured organic reaction records. describe an organic reaction: reactants, conditions, products, and yield The reactants are BrCC1CO1, O=Cc1cc(Br)ccc1O, CCOC(C)=O, [K+], [K+], O=C([O-])[O-], CN(C)C=O, O. Product: O=Cc1cc(Br)ccc1OCC1CO1. As a reaction SMILES: [Br:11][CH2:12][CH:13]1[CH2:14][O:15]1.[Br:1][c:2]1[cH:3][cH:4][c:5]([OH:10])[c:6]([CH:7]=[O:8])[cH:9]1.[CH3:28][CH2:29][O:30][C:31]([CH3:32])=[O:33].[K+:16].[K+:17].[O-:18][C:19]([O-:20])=[O:21].[O:23]=[CH:24][N:25]([CH3:26])[CH3:27].[OH2:22]>>[Br:1][c:2]1[cH:3][cH:4][c:5]([O:10][CH2:12][CH:13]2[CH2:14][O:15]2)[c:6]([CH:7]=[O:8])[cH:9]1. Reactants: C(=O)(Cl)Cl (phosgene), FC=1C=C(NC2=NC=CC=C2CNC)C=CC1 (2-(m-fluoroanilino)-3-methylaminomethylpyridine), [H-].[Na+] (sodium hydride), CC(=O)C.N (acetone ammonia), C(Cl)(Cl)(Cl)Cl.C(=O)(Cl)Cl (carbon tetrachloride phosgene). Solvent: O (water). Reaction conditions: time 30 minute. Yields the product FC=1C=C(C=CC1)N1C(N(CC2=C1N=CC=C2)C)=O (1-(m-fluorophenyl)-3-methyl-2-oxo-1,2,3,4-tetrahydropyrido[2,3-d]pyrimidine). Yield: 50.8%. As a reaction SMILES: [F:1][C:2]1[CH:3]=[C:4]([CH:15]=[CH:16][CH:17]=1)[NH:5][C:6]1[C:11]([CH2:12][NH:13][CH3:14])=[CH:10][CH:9]=[CH:8][N:7]=1.[H-].[Na+].C(Cl)(Cl)(Cl)Cl.[C:25](Cl)(Cl)=[O:26].C(Cl)(Cl)=O.CC(C)=O.N>O>[F:1][C:2]1[CH:3]=[C:4]([N:5]2[C:6]3[N:7]=[CH:8][CH:9]=[CH:10][C:11]=3[CH2:12][N:13]([CH3:14])[C:25]2=[O:26])[CH:15]=[CH:16][CH:17]=1 |f:1.2,3.4,6.7|. Procedure: To a solution of 2.3 g of 2-(m-fluoroanilino)-3-methylaminomethylpyridine was added 0.96 g of approximately 50% sodium hydride and the mixture was stirred at room temperature for 30 minutes. To this was added 10 g of approximately 30% carbon tetrachloride-phosgene solution, dropwise under ice-cooling, and the resulting mixture was stirred for 1 hour. After an excess of the phosgene was decomposed with 10% acetone-ammonia solution, the solvent was removed from the reaction mixture by distillation... Starting materials: CNC(=O)NC1=C(C=CC=C1)F (N-methyl-N'-o-fluorophenyl urea), O=CC(Cl)(Cl)Cl (chloral), S(=O)(Cl)Cl (thionyl chloride). Run in petroleum ether, C(C)OCC (diethyl ether). Reaction conditions: time 5 minute. Product: CN(C(=O)NC1=C(C=CC=C1)F)C(C(Cl)(Cl)Cl)Cl (1-methyl-1-(1,2,2,2-tetrachloroethyl)-3-(2-fluorophenyl) urea). RXN SMILES: [CH3:1][NH:2][C:3]([NH:5][C:6]1[CH:11]=[CH:10][CH:9]=[CH:8][C:7]=1[F:12])=[O:4].O=[CH:14][C:15]([Cl:18])([Cl:17])[Cl:16].S(Cl)([Cl:21])=O>C(OCC)C>[CH3:1][N:2]([CH:14]([Cl:21])[C:15]([Cl:18])([Cl:17])[Cl:16])[C:3]([NH:5][C:6]1[CH:11]=[CH:10][CH:9]=[CH:8][C:7]=1[F:12])=[O:4]. Procedure details: N-methyl-N'-o-fluorophenyl urea (16.8 g, 0.1 mol) was combined with 22.5 g (0.15 mol) chloral and 18.0 g (0.15 mol) thionyl chloride. After several minutes an exothermicity was noted and the reaction mixture became a homogenous yellow oil. After 5 minutes more, a precipitate began to form. After 11/2 hours a 3:1 mixture of diethyl ether:petroleum ether was added and the product was collected on a filter and dried. The solid, which weighed 25 g, melted at 130°-141° C. and analyzed as follows: %Cl... Yields the product CCOC(=O)C1(C(=O)Nc2ccc(OC)cc2)CC1. As a reaction SMILES: [Br:24][CH2:25][CH2:26][Br:27].[C:18](=[O:19])([O-:20])[O-:21].[CH3:1][O:2][c:3]1[cH:4][cH:5][c:6]([NH:9][C:10]([CH2:11][C:12](=[O:13])[O:14][CH2:15][CH3:16])=[O:17])[cH:7][cH:8]1.[CH3:28][N:29]([CH3:30])[CH:31]=[O:32].[K+:22].[K+:23]>>[CH3:1][O:2][c:3]1[cH:4][cH:5][c:6]([NH:9][C:10]([C:11]2([C:12](=[O:13])[O:14][CH2:15][CH3:16])[CH2:25][CH2:26]2)=[O:17])[cH:7][cH:8]1. Reactants: BrCCBr, O=C([O-])[O-], CCOC(=O)CC(=O)Nc1ccc(OC)cc1, CN(C)C=O, [K+], [K+]. Reactants: CCN=C=NCCCN(C)C, CN(C)c1ccncc1, ClCCl, O=C(O)COCCN1CCN(C(COCc2cc(C(F)(F)F)cc(C(F)(F)F)c2)c2ccccc2)CC1, NS(=O)(=O)c1ccccc1. Yields the product O=C(COCCN1CCN(C(COCc2cc(C(F)(F)F)cc(C(F)(F)F)c2)c2ccccc2)CC1)NS(=O)(=O)c1ccccc1. RXN SMILES: [CH3:48][CH2:49][N:50]=[C:51]=[N:52][CH2:53][CH2:54][CH2:55][N:56]([CH3:57])[CH3:58].[CH3:62][N:63]([c:64]1[cH:65][cH:66][n:67][cH:68][cH:69]1)[CH3:70].[Cl:59][CH2:60][Cl:61].[F:1][C:2]([c:3]1[cH:4][c:5]([CH2:6][O:7][CH2:8][CH:9]([c:10]2[cH:11][cH:12][cH:13][cH:14][cH:15]2)[N:16]2[CH2:17][CH2:18][N:19]([CH2:22][CH2:23][O:24][CH2:25][C:26](=[O:27])[OH:28])[CH2:20][CH2:21]2)[cH:29][c:30]([C:32]([F:33])([F:34])[F:35])[cH:31]1)([F:36])[F:37].[c:38]1([S:44](=[O:45])(=[O:46])[NH2:47])[cH:39][cH:40][cH:41][cH:42][cH:43]1>>[F:1][C:2]([c:3]1[cH:4][c:5]([CH2:6][O:7][CH2:8][CH:9]([c:10]2[cH:11][cH:12][cH:13][cH:14][cH:15]2)[N:16]2[CH2:17][CH2:18][N:19]([CH2:22][CH2:23][O:24][CH2:25][C:26](=[O:28])[NH:47][S:44]([c:38]3[cH:39][cH:40][cH:41][cH:42][cH:43]3)(=[O:45])=[O:46])[CH2:20][CH2:21]2)[cH:29][c:30]([C:32]([F:33])([F:34])[F:35])[cH:31]1)([F:36])[F:37]. The reactants are CS(=O)(=O)C1=CC=C(N)C=C1 (4-(methylsulfonyl)aniline), C[Al](C)C (trimethylaluminum), ClC=1C=C(C#N)C=CC1OC (3-chloro-4-methoxybenzonitrile). Solvent: C1(=CC=CC=C1)C (toluene), C1(=CC=CC=C1)C (toluene), C(Cl)(Cl)Cl (chloroform). Conditions: time 2.5 hour. The product is ClC=1C=C(C=CC1OC)C(NC1=CC=C(C=C1)S(=O)(=O)C)=N (3-chloro-4-methoxy-N-[4-(methylsulfonyl)phenyl]benzenecarboximidamide). RXN SMILES: [CH3:1][S:2]([C:5]1[CH:11]=[CH:10][C:8]([NH2:9])=[CH:7][CH:6]=1)(=[O:4])=[O:3].C[Al](C)C.[Cl:16][C:17]1[CH:18]=[C:19]([CH:22]=[CH:23][C:24]=1[O:25][CH3:26])[C:20]#[N:21]>C1(C)C=CC=CC=1.C(Cl)(Cl)Cl>[Cl:16][C:17]1[CH:18]=[C:19]([C:20](=[NH:21])[NH:9][C:8]2[CH:10]=[CH:11][C:5]([S:2]([CH3:1])(=[O:3])=[O:4])=[CH:6][CH:7]=2)[CH:22]=[CH:23][C:24]=1[O:25][CH3:26]. Procedure: To a suspension of 4-(methylsulfonyl)aniline (10 mmol) in toluene (100 mL), trimethylaluminum (2M solution in toluene, 15 mmol) is added over 15 minutes. The reaction mixture is warmed to room temperature and stirred for 2.5 hours. A solution of 3-chloro-4-methoxybenzonitrile (20 mmol) in toluene (50 mL) is added over 10 minutes and the reaction mixture is heated to 80°-85° C. After 20 hours, the reaction mixture is cooled to room temperature and poured over a slurry of silica gel in chloroform....